Dataset: the Open Reaction Database (ORD), a public repository of structured organic reaction records. Task: describe an organic reaction: reactants, conditions, products, and yield The solvent is O (water). Product: NC1=CC(N(C(N1CC(=C)C)=O)C)=O (6-amino-3-methyl-1-(2-methyl-allyl)-1H-pyrimidine-2,4-dione). Reaction SMILES: [NH2:1][C:2]1[N:7]([CH2:8][C:9]([CH3:11])=[CH2:10])[C:6](=[O:12])[NH:5][C:4](=[O:13])[CH:3]=1.[OH-].[Na+].S(OC)(O[CH3:20])(=O)=O>O>[NH2:1][C:2]1[N:7]([CH2:8][C:9]([CH3:11])=[CH2:10])[C:6](=[O:12])[N:5]([CH3:20])[C:4](=[O:13])[CH:3]=1 |f:1.2|. The reactants are NC1=CC(NC(N1CC(=C)C)=O)=O (6-amino-1-(2-methyl-allyl)-1H-pyrmidine-2,4-dione), [OH-].[Na+] (sodium hydroxide), S(=O)(=O)(OC)OC (Dimethyl sulfate). Reaction conditions: temperature 20 celsius, time 8 hour. Reported procedure: Methallylamine (211 g, 2.97 mol) is added to a solution of concentrated hydrochloric acid (250 ml) in water (1.91), followed by portionwise addition of potassium cyanate (240 g, 2.97 mol). The reaction is then heated for 2 hours at 80° C., prior to cooling and evaporation to afford (2-methyl-allyl)-urea (244.5 g), mp 114-115° C. The urea (268 g, 2.35 mol) is added to a solution of cyanoacetic acid (220 g, 2.59 mol) in acetic anhydride (536 ml) and the reaction is heated at 70° C. for 1 hour, coo...